From a dataset of the Open Reaction Database (ORD), a public repository of structured organic reaction records. describe an organic reaction: reactants, conditions, products, and yield Starting materials: COC1=CC=C(C=C1)C=1C=C(C=2C=CN=CC2C1)S(=O)(=O)O (7-(4-methoxy-phenyl)-isoquinoline-5-sulfonic acid), CN(C)C=O (DMF), C(C(=O)Cl)(=O)Cl (oxalyl chloride). The solvent is ClCCCl (1,2-dichloroethane). Conditions: temperature 62.5 celsius, time 30 minute. Yields the product COC1=CC=C(C=C1)C=1C=C(C=2C=CN=CC2C1)S(=O)(=O)Cl (7-(4-Methoxy-phenyl)-isoquinoline-5-sulfonyl Chloride). Isolated yield 115.2%. RXN SMILES: [CH3:1][O:2][C:3]1[CH:8]=[CH:7][C:6]([C:9]2[CH:10]=[C:11]([S:19]([OH:22])(=O)=[O:20])[C:12]3[CH:13]=[CH:14][N:15]=[CH:16][C:17]=3[CH:18]=2)=[CH:5][CH:4]=1.CN(C=O)C.C(Cl)(=O)C([Cl:31])=O>ClCCCl>[CH3:1][O:2][C:3]1[CH:8]=[CH:7][C:6]([C:9]2[CH:10]=[C:11]([S:19]([Cl:31])(=[O:22])=[O:20])[C:12]3[CH:13]=[CH:14][N:15]=[CH:16][C:17]=3[CH:18]=2)=[CH:5][CH:4]=1. Reported procedure: To a slurry of 7-(4-methoxy-phenyl)-isoquinoline-5-sulfonic acid (12.13 g, 38.5 mmol) in 1,2-dichloroethane (200 mL) and DMF (2.99 mL, 38.5 mmol) add oxalyl chloride (26.8 mL, 308 mmol) dropwise. Mechanically stir the slurry under nitrogen atmosphere while heating at 60-65° C. for 4 hr. Cool the slurry to −10° C. Wait for 30 min then filter. Wash the yellow solid with 20% ether/dichloromethane and dry under a nitrogen atmosphere affording the title compound (14.8 g) as a yellow powder. Reactants: Cc1cc2nc(Br)cnc2n1COCC[Si](C)(C)C, N=C(c1ccccc1)c1ccccc1, O=C([O-])[O-], C1CCOC1, [Cs+], [Cs+], CC(=O)[O-], CC(=O)[O-], [Pd+2], c1ccc(P(c2ccccc2)c2ccc3ccccc3c2-c2c(P(c3ccccc3)c3ccccc3)ccc3ccccc23)cc1. Product: Cc1cc2nc(N=C(c3ccccc3)c3ccccc3)cnc2n1COCC[Si](C)(C)C. RXN SMILES: [Br:1][c:2]1[n:3][c:4]2[c:5]([n:6][cH:7]1)[n:8]([CH2:12][O:13][CH2:14][CH2:15][Si:16]([CH3:17])([CH3:18])[CH3:19])[c:9]([CH3:11])[cH:10]2.[C:20]([c:21]1[cH:22][cH:23][cH:24][cH:25][cH:26]1)([c:27]1[cH:28][cH:29][cH:30][cH:31][cH:32]1)=[NH:33].[C:34](=[O:35])([O-:36])[O-:37].[CH2:86]1[O:87][CH2:88][CH2:89][CH2:90]1.[Cs+:38].[Cs+:39].[O-:92][C:93]([CH3:94])=[O:95].[O-:96][C:97]([CH3:98])=[O:99].[Pd+2:91].[cH:40]1[cH:41][cH:42][c:43]([P:44]([c:45]2[cH:46][cH:47][c:48]3[c:49]([cH:50][cH:51][cH:52][cH:53]3)[c:54]2-[c:55]2[c:56]3[c:57]([cH:58][cH:59][cH:60][cH:61]3)[cH:62][cH:63][c:64]2[P:65]([c:66]2[cH:67][cH:68][cH:69][cH:70][cH:71]2)[c:72]2[cH:73][cH:74][cH:75][cH:76][cH:77]2)[c:78]2[cH:79][cH:80][cH:81][cH:82][cH:83]2)[cH:84][cH:85]1>>[c:2]1([N:33]=[C:20]([c:21]2[cH:22][cH:23][cH:24][cH:25][cH:26]2)[c:27]2[cH:28][cH:29][cH:30][cH:31][cH:32]2)[n:3][c:4]2[c:5]([n:6][cH:7]1)[n:8]([CH2:12][O:13][CH2:14][CH2:15][Si:16]([CH3:17])([CH3:18])[CH3:19])[c:9]([CH3:11])[cH:10]2. Reactants: Cl.CN (methylamine hydrochloride), CC=1C=C2C(=C3C=CNC13)C(OC2=O)(C(F)(F)F)C2=NC1=C(N2)C=CC(=C1)C#N ((±)-2-(5-methyl-3-oxo-1-(trifluoromethyl)-3,6-dihydro-1H-furo[3,4-e]indol-1-yl)-1H-benzo[d]imidazole-5-carbonitrile). Procedure: To a suspension of methylamine hydrochloride (102 mg, 1.51 mmol) in THF (0.5 mL), 2N isopropylmagnesium chloride in THF (1.51 mL, 3.03 mmol) was added. The reaction was stirred at room temperature for 3 hr, then a solution of (±)-2-(5-methyl-3-oxo-1-(trifluoromethyl)-3,6-dihydro-1H-furo[3,4-e]indol-1-yl)-1H-benzo[d]imidazole-5-carbonitrile (30 mg, 0.076 mmol) in THF (0.5 mL) was added. The reaction was allowed to stir at room temperature for 16 hours. The reaction mixture was quenched with 1N HC... Run at time 3 hour. As a reaction SMILES: Cl.[CH3:2][NH2:3].[CH3:4][C:5]1[CH:6]=[C:7]2[C:16](=[O:17])[O:15][C:14]([C:22]3[NH:26][C:25]4[CH:27]=[CH:28][C:29]([C:31]#[N:32])=[CH:30][C:24]=4[N:23]=3)([C:18]([F:21])([F:20])[F:19])[C:8]2=[C:9]2[C:13]=1[NH:12][CH:11]=[CH:10]2>C1COCC1.C([Mg]Cl)(C)C>[C:31]([C:29]1[CH:28]=[CH:27][C:25]2[NH:26][C:22]([C:14]([C:8]3[C:7]([C:16]([NH:3][CH3:2])=[O:17])=[CH:6][C:5]([CH3:4])=[C:13]4[C:9]=3[CH:10]=[CH:11][NH:12]4)([OH:15])[C:18]([F:19])([F:21])[F:20])=[N:23][C:24]=2[CH:30]=1)#[N:32] |f:0.1|. The solvent is C1CCOC1 (THF), C(C)(C)[Mg]Cl (isopropylmagnesium chloride), C1CCOC1 (THF), C1CCOC1 (THF). The product is C(#N)C1=CC2=C(NC(=N2)C(C(F)(F)F)(O)C2=C3C=CNC3=C(C=C2C(=O)NC)C)C=C1 ((±)-4-(1-(5-cyano-1H-benzo[d]imidazol-2-yl)-2,2,2-trifluoro-1-hydroxyethyl)-N,7-dimethyl-1H-indole-5-carboxamide). As a reaction SMILES: [CH2:1]([O:3][C:4](=[O:2])[C:6]1=[C:14]2[C:9]3([S:8][CH2:7]1)[C:10](=[N:11][CH:12]=[CH:13]2)[CH:15]=[CH:16][CH:17]=[CH:18]3)[CH3:5].[CH3:20][CH2:21][OH:22].[NH3:19]>>[O:3]=[C:4]([C:6]1=[C:14]2[C:9]3([S:8][CH2:7]1)[C:10](=[N:11][CH:12]=[CH:13]2)[CH:15]=[CH:16][CH:17]=[CH:18]3)[NH2:19]. Product: NC(=O)C1=C2C=CN=C3C=CC=CC32SC1. Starting materials: CCOC(=O)C1=C2C=CN=C3C=CC=CC32SC1, CCO, N. Reactants: [Br-], [Br-], Br, ClCCl, C=CC(C)(O)C=CC1=C(C)C(=O)C(O)CC1(C)C, [PH4+], c1ccc(P(c2ccccc2)c2ccccc2)cc1. The product is [Br-], CC(C=CC1=C(C)C(=O)C(O)CC1(C)C)=CC[P+](c1ccccc1)(c1ccccc1)c1ccccc1. Reaction SMILES: [Br-:20].[Br-:40].[BrH:19].[CH2:42]([Cl:43])[Cl:44].[OH:1][CH:2]1[C:3](=[O:18])[C:4]([CH3:17])=[C:5]([CH:10]=[CH:11][C:12]([CH:13]=[CH2:14])([OH:15])[CH3:16])[C:6]([CH3:8])([CH3:9])[CH2:7]1.[PH4+:41].[c:21]1([P:27]([c:28]2[cH:29][cH:30][cH:31][cH:32][cH:33]2)[c:34]2[cH:35][cH:36][cH:37][cH:38][cH:39]2)[cH:22][cH:23][cH:24][cH:25][cH:26]1>>[Br-:19].[OH:1][CH:2]1[C:3](=[O:18])[C:4]([CH3:17])=[C:5]([CH:10]=[CH:11][C:12](=[CH:13][CH2:14][P+:27]([c:21]2[cH:22][cH:23][cH:24][cH:25][cH:26]2)([c:28]2[cH:29][cH:30][cH:31][cH:32][cH:33]2)[c:34]2[cH:35][cH:36][cH:37][cH:38][cH:39]2)[CH3:16])[C:6]([CH3:8])([CH3:9])[CH2:7]1. Reactants: CC#N, O=C(CCl)Nc1n[nH]c2cc(Cl)ccc12, NC1CCCCC1. The product is O=C(CNC1CCCCC1)Nc1n[nH]c2cc(Cl)ccc12. As a reaction SMILES: [CH3:23][C:24]#[N:25].[Cl:1][CH2:2][C:3](=[O:4])[NH:5][c:6]1[n:7][nH:8][c:9]2[cH:10][c:11]([Cl:15])[cH:12][cH:13][c:14]12.[NH2:16][CH:17]1[CH2:18][CH2:19][CH2:20][CH2:21][CH2:22]1>>[CH2:2]([C:3](=[O:4])[NH:5][c:6]1[n:7][nH:8][c:9]2[cH:10][c:11]([Cl:15])[cH:12][cH:13][c:14]12)[NH:16][CH:17]1[CH2:18][CH2:19][CH2:20][CH2:21][CH2:22]1.